From a dataset of the Open Reaction Database (ORD), a public repository of structured organic reaction records. describe an organic reaction: reactants, conditions, products, and yield Yields the product ClC(C(=O)N=C1N(C=CC=C1)CC=1C=NC(=CC1)Cl)(F)F (2-chloro-N-[1-((6-chloropyridin-3-yl)methyl)pyridin-2(1H)-ylidene]-2,2-difluoroacetamide). Reaction SMILES: [Cl:1][C:2]1[CH:7]=[CH:6][C:5]([CH2:8]Cl)=[CH:4][N:3]=1.[Cl:10][C:11]([F:22])([F:21])[C:12]([N:14]=[C:15]1[CH:20]=[CH:19][CH:18]=[CH:17][NH:16]1)=[O:13].C(=O)([O-])[O-].[K+].[K+]>C(#N)C>[Cl:10][C:11]([F:21])([F:22])[C:12]([N:14]=[C:15]1[CH:20]=[CH:19][CH:18]=[CH:17][N:16]1[CH2:8][C:5]1[CH:4]=[N:3][C:2]([Cl:1])=[CH:7][CH:6]=1)=[O:13] |f:2.3.4|. The reactants are ClC(C(=O)N=C1NC=CC=C1)(F)F (2-chloro-2,2-difluoro-N-(pyridin-2(1H)-ylidene)acetamide), ClC1=NC=C(C=C1)CCl (2-chloro-5-chloromethylpyridine), C([O-])([O-])=O.[K+].[K+] (potassium carbonate). Reaction conditions: time 1 hour. Reported procedure: An amount of 53 mg (0.33 mmol) of 2-chloro-5-chloromethylpyridine dissolved in 6 mL of anhydrous acetonitrile was added to 68 mg (0.33 mmol) of 2-chloro-2,2-difluoro-N-(pyridin-2(1H)-ylidene)acetamide synthesized by the above method, following which 50 mg (0.36 mmol) of potassium carbonate was added and refluxing under heating was carried out for 1 hour. Following reaction completion, the reaction mixture was returned to room temperature then concentrated under reduced pressure. Diethyl ether wa... The solvent is C(C)#N (acetonitrile). The reactants are ClC1=CC(=NC(=N1)C1=CC=CC=C1)OCCC(C)C (6-chloro-4-(3-methylbut-1-oxy)-2-phenylpyrimidine), ClC1=NC(=NC(=C1)Cl)C1=CC=CC=C1 (4,6-dichloro-2-phenylpyrimidine), ClC1=NC(=NC(=C1)Cl)C(C)C (4,6-dichloro-2-i-propylpyrimidine). RXN SMILES: [Cl:1][C:2]1[N:7]=[C:6]([C:8]2[CH:13]=CC=C[CH:9]=2)[N:5]=[C:4]([O:14][CH2:15][CH2:16][CH:17]([CH3:19])[CH3:18])[CH:3]=1.ClC1C=C(Cl)N=C(C2C=CC=CC=2)N=1.ClC1C=C(Cl)N=C(C(C)C)N=1>>[Cl:1][C:2]1[N:7]=[C:6]([CH:8]([CH3:13])[CH3:9])[N:5]=[C:4]([O:14][CH2:15][CH2:16][CH:17]([CH3:19])[CH3:18])[CH:3]=1. Yields the product ClC1=CC(=NC(=N1)C(C)C)OCCC(C)C (6-chloro-4-(3-methylbut-1-oxy)-2-i-propylpyrimidine). Procedure details: The compound of Example 22 is prepared analogously to the compound of Example 3, with 4,6-dichloro-2-phenylpyrimidine being replaced by 4,6-dichloro-2-i-propylpyrimidine The reactants are C(C1=CC=CC=C1)C1=CC=C(N)C=C1 (4-benzylaniline), [Al] (aluminium), [Cl-].[Al+3].[Cl-].[Cl-] (aluminium chloride), C=CCC (but-1-ene). Run in CCOCC (ether). Yields the product C(C)(CC)C1=C(N)C(=CC(=C1)CC1=CC=CC=C1)C(C)CC (2,6-di-sec-butyl-4-benzylaniline). As a reaction SMILES: [CH2:1]([C:8]1[CH:14]=[CH:13][C:11]([NH2:12])=[CH:10][CH:9]=1)[C:2]1[CH:7]=[CH:6][CH:5]=[CH:4][CH:3]=1.[Al].[Cl-].[Al+3].[Cl-].[Cl-].[CH2:20]=[CH:21][CH2:22][CH3:23]>CCOCC>[CH:21]([C:13]1[CH:14]=[C:8]([CH2:1][C:2]2[CH:3]=[CH:4][CH:5]=[CH:6][CH:7]=2)[CH:9]=[C:10]([CH:1]([CH2:2][CH3:3])[CH3:8])[C:11]=1[NH2:12])([CH2:22][CH3:23])[CH3:20] |f:2.3.4.5|. Procedure details: 81 g of 4-benzylaniline, 1.2 g of aluminium powder, 3.6 g of anhydrous aluminium chloride and 100 g of but-1-ene are heated for 24 hours at +260° C. in an autoclave. After cooling, the reaction mass is poured into ice-cold dilute sodium hydroxide solution and taken up in ether. The ether phase is separated off, dried over sodium sulfate and subjected to fractional distillation; b.p. 130°-134° C./0.03 torr. Chromatographic purification on silica gel using hexane/ethyl acetate as eluant affords th... The reactants are BrC1=C(C=O)C=CC(=C1)C (2-bromo-4-methylbenzaldehyde), C(C)(=O)NC(C(=O)OC)=C (methyl 2-acetamidoacrylate). Product: CC=1C=C2C=C(N=CC2=CC1)C(=O)OC (methyl 6-methyl-isoquinoline-3-carboxylate). Yield: 50.0%. RXN SMILES: Br[C:2]1[CH:9]=[C:8]([CH3:10])[CH:7]=[CH:6][C:3]=1[CH:4]=O.C([NH:14][C:15](=[CH2:20])[C:16]([O:18][CH3:19])=[O:17])(=O)C>>[CH3:10][C:8]1[CH:9]=[C:2]2[C:3](=[CH:6][CH:7]=1)[CH:4]=[N:14][C:15]([C:16]([O:18][CH3:19])=[O:17])=[CH:20]2. Procedure: methyl 6-methyl-isoquinoline-3-carboxylate was prepared using the procedure described in example 12A: 2-bromo-4-methylbenzaldehyde was reacted with methyl 2-acetamidoacrylate at 110° C. for 18 hours to yield methyl 6-methyl-isoquinoline-3-carboxylate (50%) as brown solid.